From a dataset of the Open Reaction Database (ORD), a public repository of structured organic reaction records. describe an organic reaction: reactants, conditions, products, and yield Starting materials: CC(C)(C)OC(=O)N1CCC(C(=O)O)C1, CCCCc1cn(C(C)(C)C)sc1=N. Yields the product CCCCc1cn(C(C)(C)C)sc1=NC(=O)C1CCN(C(=O)OC(C)(C)C)C1. RXN SMILES: [C:15]([CH3:16])([CH3:17])([CH3:18])[O:19][C:20](=[O:21])[N:22]1[CH2:23][CH:24]([C:27](=[O:28])[OH:29])[CH2:25][CH2:26]1.[C:1]([CH3:2])([CH3:3])([CH3:4])[n:5]1[s:6][c:7](=[NH:14])[c:8]([CH2:10][CH2:11][CH2:12][CH3:13])[cH:9]1>>[C:1]([CH3:2])([CH3:3])([CH3:4])[n:5]1[s:6][c:7](=[N:14][C:27]([CH:24]2[CH2:23][N:22]([C:20]([O:19][C:15]([CH3:16])([CH3:17])[CH3:18])=[O:21])[CH2:26][CH2:25]2)=[O:28])[c:8]([CH2:10][CH2:11][CH2:12][CH3:13])[cH:9]1.